Task: describe an organic reaction: reactants, conditions, products, and yield. Dataset: the Open Reaction Database (ORD), a public repository of structured organic reaction records Starting materials: C(C)(C)(C)OC(C1=CC(=CC(=C1)OCCCCCCC1=C(C(=CC=C1)OCCCC(=O)OCC)CCC(=O)OCC)Br)=O (3-bromo-5-{6-[2-(2-ethoxycarbonyl-ethyl)-3-(3-ethoxycarbonyl-propoxy)-phenyl]-hexyloxy}-benzoic acid tert-butyl ester), FC(C(=O)O)(F)F (trifluoroacetic acid). The solvent is ClCCl (dichloromethane). Run at time 4 hour. Product: BrC=1C=C(C(=O)O)C=C(C1)OCCCCCCC1=C(C(=CC=C1)OCCCC(=O)OCC)CCC(=O)OCC (3-bromo-5-{6-[2-(2-ethoxycarbonyl-ethyl)-3-(3-ethoxycarbonyl-propoxy)-phenyl]-hexyloxy}-benzoic acid). Yield: 99.9%. RXN SMILES: C([O:5][C:6](=[O:43])[C:7]1[CH:12]=[C:11]([O:13][CH2:14][CH2:15][CH2:16][CH2:17][CH2:18][CH2:19][C:20]2[CH:25]=[CH:24][CH:23]=[C:22]([O:26][CH2:27][CH2:28][CH2:29][C:30]([O:32][CH2:33][CH3:34])=[O:31])[C:21]=2[CH2:35][CH2:36][C:37]([O:39][CH2:40][CH3:41])=[O:38])[CH:10]=[C:9]([Br:42])[CH:8]=1)(C)(C)C.FC(F)(F)C(O)=O>ClCCl>[Br:42][C:9]1[CH:8]=[C:7]([CH:12]=[C:11]([O:13][CH2:14][CH2:15][CH2:16][CH2:17][CH2:18][CH2:19][C:20]2[CH:25]=[CH:24][CH:23]=[C:22]([O:26][CH2:27][CH2:28][CH2:29][C:30]([O:32][CH2:33][CH3:34])=[O:31])[C:21]=2[CH2:35][CH2:36][C:37]([O:39][CH2:40][CH3:41])=[O:38])[CH:10]=1)[C:6]([OH:43])=[O:5]. Reported procedure: To a solution of 3-bromo-5-{6-[2-(2-ethoxycarbonyl-ethyl)-3-(3-ethoxycarbonyl-propoxy)-phenyl]-hexyloxy}-benzoic acid tert-butyl ester (2.3 g, 3.46 mmol) in dichloromethane (25 mL) was added trifluoroacetic acid (10 mL) at room temperature. The resulting light brown solution was stirred for 4 h. Then, the dichloromethane and excess TFA was removed under reduced pressure and the residue was dissolved in toluene and again removed under reduced pressure to remove all TFA to obtain 3-bromo-5-{6-[2-(... As a reaction SMILES: [CH:44]([Cl:45])([Cl:46])[Cl:47].[NH2:16][n:17]1[cH:18][c:19](-[c:26]2[cH:27][cH:28][cH:29][cH:30][cH:31]2)[c:20]2[cH:21][cH:22][cH:23][cH:24][c:25]12.[NH:6]([C:7](=[O:8])[CH3:9])[c:10]1[cH:11][cH:12][cH:13][cH:14][cH:15]1.[S:1](=[O:2])(=[O:3])([Cl:4])[Cl:5].[cH:32]1[cH:33][cH:34][n:35][cH:36][cH:37]1.[cH:38]1[cH:39][cH:40][cH:41][cH:42][cH:43]1>>[S:1](=[O:2])(=[O:3])([c:13]1[cH:12][cH:11][c:10]([NH:6][C:7](=[O:8])[CH3:9])[cH:15][cH:14]1)[NH:16][n:17]1[cH:18][c:19](-[c:26]2[cH:27][cH:28][cH:29][cH:30][cH:31]2)[c:20]2[cH:21][cH:22][cH:23][cH:24][c:25]12. Reactants: ClC(Cl)Cl, Nn1cc(-c2ccccc2)c2ccccc21, CC(=O)Nc1ccccc1, O=S(=O)(Cl)Cl, c1ccncc1, c1ccccc1. The product is CC(=O)Nc1ccc(S(=O)(=O)Nn2cc(-c3ccccc3)c3ccccc32)cc1. The reactants are C#CCO, Cn1cc(C(=O)NCc2ccc(Cl)cc2)c(=O)c2cc(CC3CCOCC3)cc(I)c21, ClCCl, [Cu]I, Cl[Pd]Cl, c1ccc(P(c2ccccc2)c2ccccc2)cc1, c1ccc(P(c2ccccc2)c2ccccc2)cc1. The product is Cn1cc(C(=O)NCc2ccc(Cl)cc2)c(=O)c2cc(CC3CCOCC3)cc(C#CCO)c21. Reaction SMILES: [CH2:32]([C:33]#[CH:34])[OH:35].[Cl:1][c:2]1[cH:3][cH:4][c:5]([CH2:6][NH:7][C:8](=[O:9])[c:10]2[cH:11][n:12]([CH3:29])[c:13]3[c:14]([I:28])[cH:15][c:16]([CH2:21][CH:22]4[CH2:23][CH2:24][O:25][CH2:26][CH2:27]4)[cH:17][c:18]3[c:19]2=[O:20])[cH:30][cH:31]1.[Cl:36][CH2:37][Cl:38].[Cu:80][I:81].[Pd:39]([Cl:40])[Cl:41].[c:42]1([P:43]([c:44]2[cH:45][cH:46][cH:47][cH:48][cH:49]2)[c:50]2[cH:51][cH:52][cH:53][cH:54][cH:55]2)[cH:56][cH:57][cH:58][cH:59][cH:60]1.[c:61]1([P:62]([c:63]2[cH:64][cH:65][cH:66][cH:67][cH:68]2)[c:69]2[cH:70][cH:71][cH:72][cH:73][cH:74]2)[cH:75][cH:76][cH:77][cH:78][cH:79]1>>[Cl:1][c:2]1[cH:3][cH:4][c:5]([CH2:6][NH:7][C:8](=[O:9])[c:10]2[cH:11][n:12]([CH3:29])[c:13]3[c:14]([C:34]#[C:33][CH2:32][OH:35])[cH:15][c:16]([CH2:21][CH:22]4[CH2:23][CH2:24][O:25][CH2:26][CH2:27]4)[cH:17][c:18]3[c:19]2=[O:20])[cH:30][cH:31]1. Reactants: C(C1=CC=CC=C1)OC1=CC2=C(C=C(CO2)C2=CC=C(C=C2)OC)C=C1 (7-benzyloxy-3-(4-methoxyphenyl)-2H-1-benzopyran), C1=CCCCC1 (cyclohexene). Reagents/catalysts: [OH-].[OH-].[Pd+2] (Pd(OH)2/C). Solvent: C(C)O (ethanol). Yields the product OC1=CC2=C(C=C(CO2)C2=CC=C(C=C2)OC)C=C1 (7-hydroxy-3-(4-methoxyphenyl)-1-benzopyran). Reaction SMILES: C([O:8][C:9]1[CH:26]=[CH:25][C:12]2[CH:13]=[C:14]([C:17]3[CH:22]=[CH:21][C:20]([O:23][CH3:24])=[CH:19][CH:18]=3)[CH2:15][O:16][C:11]=2[CH:10]=1)C1C=CC=CC=1.C1CCCCC=1>[OH-].[OH-].[Pd+2].C(O)C>[OH:8][C:9]1[CH:26]=[CH:25][C:12]2[CH:13]=[C:14]([C:17]3[CH:22]=[CH:21][C:20]([O:23][CH3:24])=[CH:19][CH:18]=3)[CH2:15][O:16][C:11]=2[CH:10]=1 |f:2.3.4|. Procedure details: As shown in Scheme 2, 7-benzyloxy-3-(4-methoxyphenyl)-2H-1-benzopyran (compound 1) was reacted with n-Bu4NI/BCl3 and BCl3 to give haginin E (compound 2a) at a yield of 79% and 7-hydroxy-3-(4-methoxyphenyl)-2H-1-benzopyran (4′-O-methyl haginin E, compound 2b) at a yield of 81%, respectively. Treatment of compound 1 with Pd(OH)2/C (Pearlman's reagent) and cyclohexene in refluxing ethanol promoted O-debenzylation and reduction of the chromene ring in one step, giving 7-hydroxy-3-(4-methoxyphenyl)-1... Starting materials: [BH4-], [Li+], [Na+], C1CCOC1, [OH-], COC(=O)C1CCC(NC(=O)c2ccc3[nH]ncc3c2)CC1. The product is O=C(NC1CCC(CO)CC1)c1ccc2[nH]ncc2c1. RXN SMILES: [BH4-:1].[Li+:2].[Na+:26].[O:27]1[CH2:28][CH2:29][CH2:30][CH2:31]1.[OH-:25].[nH:3]1[n:4][cH:5][c:6]2[cH:7][c:8]([C:12](=[O:13])[NH:14][CH:15]3[CH2:16][CH2:17][CH:18]([C:21](=[O:22])[O:23][CH3:24])[CH2:19][CH2:20]3)[cH:9][cH:10][c:11]12>>[nH:3]1[n:4][cH:5][c:6]2[cH:7][c:8]([C:12](=[O:13])[NH:14][CH:15]3[CH2:16][CH2:17][CH:18]([CH2:21][OH:22])[CH2:19][CH2:20]3)[cH:9][cH:10][c:11]12. The reactants are CC(=O)OCc1c(-c2cc(Nc3ccc(OC(C)(C)CN(C)C)cn3)c(=O)n(C)n2)cccc1-n1ncc2cc(C(C)(C)C)cc(F)c2c1=O, ClCCl, [Na+], C1COCCO1, [OH-], O. The product is CN(C)CC(C)(C)Oc1ccc(Nc2cc(-c3cccc(-n4ncc5cc(C(C)(C)C)cc(F)c5c4=O)c3CO)nn(C)c2=O)nc1. Reaction SMILES: [C:1](=[O:2])([CH3:3])[O:4][CH2:5][c:6]1[c:7](-[n:35]2[c:36](=[O:50])[c:37]3[c:38]([F:49])[cH:39][c:40]([C:45]([CH3:46])([CH3:47])[CH3:48])[cH:41][c:42]3[cH:43][n:44]2)[cH:8][cH:9][cH:10][c:11]1-[c:12]1[n:13][n:14]([CH3:34])[c:15](=[O:33])[c:16]([NH:18][c:19]2[n:20][cH:21][c:22]([O:25][C:26]([CH2:27][N:28]([CH3:29])[CH3:30])([CH3:31])[CH3:32])[cH:23][cH:24]2)[cH:17]1.[CH2:53]([Cl:54])[Cl:55].[Na+:52].[O:56]1[CH2:57][CH2:58][O:59][CH2:60][CH2:61]1.[OH-:51].[OH2:62]>>[OH:4][CH2:5][c:6]1[c:7](-[n:35]2[c:36](=[O:50])[c:37]3[c:38]([F:49])[cH:39][c:40]([C:45]([CH3:46])([CH3:47])[CH3:48])[cH:41][c:42]3[cH:43][n:44]2)[cH:8][cH:9][cH:10][c:11]1-[c:12]1[n:13][n:14]([CH3:34])[c:15](=[O:33])[c:16]([NH:18][c:19]2[n:20][cH:21][c:22]([O:25][C:26]([CH2:27][N:28]([CH3:29])[CH3:30])([CH3:31])[CH3:32])[cH:23][cH:24]2)[cH:17]1.